This data is from the Open Reaction Database (ORD), a public repository of structured organic reaction records. The task is: describe an organic reaction: reactants, conditions, products, and yield Reactants: CCN(CC)C(=O)Cl, Cl, c1ccncc1, O=S(=O)(CC1CCCC1)c1nc[nH]n1. Product: CCN(CC)C(=O)n1cnc(S(=O)(=O)CC2CCCC2)n1. RXN SMILES: [CH2:1]([CH3:2])[N:3]([C:4](=[O:5])[Cl:6])[CH2:7][CH3:8].[ClH:23].[cH:24]1[cH:25][cH:26][n:27][cH:28][cH:29]1.[nH:9]1[n:10][c:11]([S:14](=[O:15])(=[O:16])[CH2:17][CH:18]2[CH2:19][CH2:20][CH2:21][CH2:22]2)[n:12][cH:13]1>>[CH2:1]([CH3:2])[N:3]([C:4](=[O:5])[n:9]1[n:10][c:11]([S:14](=[O:15])(=[O:16])[CH2:17][CH:18]2[CH2:19][CH2:20][CH2:21][CH2:22]2)[n:12][cH:13]1)[CH2:7][CH3:8]. The reactants are C1(=CC=CC=C1)P(C1=C(C2=CC=CC=C2C=C1)C1=C(C=CC2=CC=CC=C12)P(C1=CC=CC=C1)C1=CC=CC=C1)C1=CC=CC=C1 (2,2′-bis-diphenylphosphanyl-[1,1′]binaphthalenyl), ClC=1N=C(C2=C(N1)N(C=C2C2=CC1=C(N=C(O1)C)C=C2)COCC[Si](C)(C)C)OC2CCC(CC2)(O)C (4-((2-chloro-5-(2-methylbenzo[d]oxazol-6-yl)-7-((2-(trimethylsilyl)ethoxy)methyl)-7H-pyrrolo[2,3-d]pyrimidin-4-yl)oxy)-1-methylcyclohexanol), NC1=C(C=C(C(=O)NC)C=C1)C (4-amino-N,3-dimethylbenzamide), C([O-])([O-])=O.[Cs+].[Cs+] (cesium carbonate). The reagents and catalysts are C(C)(=O)[O-].[Pd+2].C(C)(=O)[O-] (palladium acetate). Solvent: O1CCOCC1 (1,4-dioxane). Reaction conditions: temperature 100 celsius, time 2 hour. Product: OC1(CCC(CC1)OC=1C2=C(N=C(N1)NC1=C(C=C(C(=O)NC)C=C1)C)N(C=C2C2=CC1=C(N=C(O1)C)C=C2)COCC[Si](C)(C)C)C (4-((4-((4-Hydroxy-4-methylcyclohexyl)oxy)-5-(2-methylbenzo[d]oxazol-6-yl)-7-((2-(trimethylsilyl)ethoxy)methyl)-7H-pyrrolo[2,3-d]pyrimidin-2-yl)amino)-N,3-dimethylbenzamide). Yield: 100.0%. Reaction SMILES: Cl[C:2]1[N:3]=[C:4]([O:29][CH:30]2[CH2:35][CH2:34][C:33]([CH3:37])([OH:36])[CH2:32][CH2:31]2)[C:5]2[C:10]([C:11]3[CH:20]=[CH:19][C:14]4[N:15]=[C:16]([CH3:18])[O:17][C:13]=4[CH:12]=3)=[CH:9][N:8]([CH2:21][O:22][CH2:23][CH2:24][Si:25]([CH3:28])([CH3:27])[CH3:26])[C:6]=2[N:7]=1.[NH2:38][C:39]1[CH:48]=[CH:47][C:42]([C:43]([NH:45][CH3:46])=[O:44])=[CH:41][C:40]=1[CH3:49].C(=O)([O-])[O-].[Cs+].[Cs+].C1(P(C2C=CC=CC=2)C2C=CC3C(=CC=CC=3)C=2C2C3C(=CC=CC=3)C=CC=2P(C2C=CC=CC=2)C2C=CC=CC=2)C=CC=CC=1>O1CCOCC1.C([O-])(=O)C.[Pd+2].C([O-])(=O)C>[OH:36][C:33]1([CH3:37])[CH2:34][CH2:35][CH:30]([O:29][C:4]2[C:5]3[C:10]([C:11]4[CH:20]=[CH:19][C:14]5[N:15]=[C:16]([CH3:18])[O:17][C:13]=5[CH:12]=4)=[CH:9][N:8]([CH2:21][O:22][CH2:23][CH2:24][Si:25]([CH3:28])([CH3:27])[CH3:26])[C:6]=3[N:7]=[C:2]([NH:38][C:39]3[CH:48]=[CH:47][C:42]([C:43]([NH:45][CH3:46])=[O:44])=[CH:41][C:40]=3[CH3:49])[N:3]=2)[CH2:31][CH2:32]1 |f:2.3.4,7.8.9|. Procedure details: To a degassed mixture of 4-((2-chloro-5-(2-methylbenzo[d]oxazol-6-yl)-7-((2-(trimethylsilyl)ethoxy)methyl)-7H-pyrrolo[2,3-d]pyrimidin-4-yl)oxy)-1-methylcyclohexanol (1 equiv), 4-amino-N,3-dimethylbenzamide (1.1 equiv) and cesium carbonate (3 equiv) in 1,4-dioxane (0.17 M) was added palladium acetate (0.1 equiv) and 2,2′-bis-diphenylphosphanyl-[1,1′]binaphthalenyl (0.2 equiv). The reaction was stirred at 100° C. for 2 h. After the reaction was complete, the reaction mixture was cooled to room tem... The reactants are [H-].[Na+] (NaH), BrCCCCCCCC(=O)OC (methyl 8-bromooctanoate), CN(C)C=O (DMF), C1(=CC=CC=C1)C=1N=C(OC1C1=CC=CC=C1)C1CCC(N1)=O (5-(4,5-diphenyl-2-oxazolyl)-2-pyrrolidinone). Solvent: Cl (HCl). Run at temperature 120 celsius, time 15 minute. The product is C1(=CC=CC=C1)C=1N=C(OC1C1=CC=CC=C1)C1N(C(CC1)=O)CCCCCCCC(=O)OC (methyl 2-(4,5-Diphenyl-2-oxazolyl)-5-oxo-l-pyrrolidineoctanoate). Isolated yield 81.0%. RXN SMILES: [H-].[Na+].CN(C=O)C.[C:8]1([C:14]2[N:15]=[C:16]([CH:25]3[NH:29][C:28](=[O:30])[CH2:27][CH2:26]3)[O:17][C:18]=2[C:19]2[CH:24]=[CH:23][CH:22]=[CH:21][CH:20]=2)[CH:13]=[CH:12][CH:11]=[CH:10][CH:9]=1.Br[CH2:32][CH2:33][CH2:34][CH2:35][CH2:36][CH2:37][CH2:38][C:39]([O:41][CH3:42])=[O:40]>Cl>[C:8]1([C:14]2[N:15]=[C:16]([CH:25]3[CH2:26][CH2:27][C:28](=[O:30])[N:29]3[CH2:32][CH2:33][CH2:34][CH2:35][CH2:36][CH2:37][CH2:38][C:39]([O:41][CH3:42])=[O:40])[O:17][C:18]=2[C:19]2[CH:24]=[CH:23][CH:22]=[CH:21][CH:20]=2)[CH:9]=[CH:10][CH:11]=[CH:12][CH:13]=1 |f:0.1|. Procedure details: NaH (820 mg of a 50% dispersion, 17 mmol) was covered with DMF (80 mL) and 5-(4,5-diphenyl-2-oxazolyl)-2-pyrrolidinone (4.00 g, 13 mmol) added. The mixture was stirred at about 120° C. for about 15 minutes, cooled to room temperature and methyl 8-bromooctanoate (3.42 g, 14.5 mmol) added. The mixture was heated at about 110° C. for about 1 hour, cooled, diluted with 1N HCl and extracted with Et2O (3 times). The combined extracts were washed with H2O (3 times), dried over Na2SO4 and the solvent ev... Starting materials: CI (Methyl iodide), N1C(=S)NC(=O)CC1=O (thiobarbituric acid). Product: CSC1=NC(=CC(=N1)O)O (2-Methylsulfanyl-pyrimidine-4,6-diol). Reported procedure: Methyl iodide (32.64 g, 220 mmol) was added dropwise to a suspension of thiobarbituric acid (29 g, 200 mmol) in EtOH (300 ml) and 2M NaOH solution in water (110 ml) at room temperature. The mixture was stirred at room temperature overnight and then stirred for two hours at 60° C. The ethanol was removed, water was added and the mixture was allowed to stay for 2 hours on an ice bath. The solid title compound was filtered of, washed with ice cold water and dried (30 g, 95%). As a reaction SMILES: [CH3:1]I.[NH:3]1[C:10](=[O:11])[CH2:9][C:7](=[O:8])[NH:6][C:4]1=[S:5]>CCO.[OH-].[Na+].O>[CH3:1][S:5][C:4]1[N:6]=[C:7]([OH:8])[CH:9]=[C:10]([OH:11])[N:3]=1 |f:3.4|. Reaction conditions: time 8 hour. Run in CCO (EtOH), [OH-].[Na+] (NaOH), O (water). Reactants: C(CCCCCC)NCCC(CCO)(C)C (N-heptyl-3,3-dimethyl-5-hydroxypentanamine), FC1=C(C=CC(=C1)F)N=C=O (2,4-difluorophenyl isocyanate). The solvent is C(Cl)Cl (methylene chloride), C(Cl)Cl (methylene chloride). Run at temperature 0 celsius, time 1 hour. Product: FC1=C(C=CC(=C1)F)NC(N(CCCCCCC)CCC(CCO)(C)C)=O (N'-(2,4-difluorophenyl)-N-(3,3-dimethyl-5-hydroxypentyl)-N-heptylurea). Isolated yield 32.0%. RXN SMILES: [CH2:1]([NH:8][CH2:9][CH2:10][C:11]([CH3:16])([CH3:15])[CH2:12][CH2:13][OH:14])[CH2:2][CH2:3][CH2:4][CH2:5][CH2:6][CH3:7].[F:17][C:18]1[CH:23]=[C:22]([F:24])[CH:21]=[CH:20][C:19]=1[N:25]=[C:26]=[O:27]>C(Cl)Cl>[F:17][C:18]1[CH:23]=[C:22]([F:24])[CH:21]=[CH:20][C:19]=1[NH:25][C:26](=[O:27])[N:8]([CH2:9][CH2:10][C:11]([CH3:15])([CH3:16])[CH2:12][CH2:13][OH:14])[CH2:1][CH2:2][CH2:3][CH2:4][CH2:5][CH2:6][CH3:7]. Procedure details: Part C. A solution of the amine prepared in Part C (4.26 g, 18.6 mmol) in methylene chloride (20 mL) was cooled to 0° C., and a solution of 2,4-difluorophenyl isocyanate (2.20 mL, 18.6 mmol) in methylene chloride (20 mL) was added dropwise with stirring over 1 hour. After slow warming to ambient temperature over 18 hours, the reaction mixture was concentrated under vacuum, and the residual oil was purified by flash chromatography to afford N'-(2,4-difluorophenyl)-N-(3,3-dimethyl-5-hydroxypentyl)... Reactants: C1(=CC=CC=C1)[Pb](C1=CC=CC=C1)(Cl)Cl (Diphenyl lead dichloride), C(C=1C(O)=CC=CC1)=O.[Na] (sodium salicylaldehyde). Solvent: CC(=O)C (acetone). Conditions: time 10 minute. Yields the product C(C=1C(O)=CC=CC1)=O.C1(=CC=CC=C1)[Pb]C1=CC=CC=C1 (DIPHENYL LEAD SALICYLALDEHYDE). RXN SMILES: [C:1]1([Pb:7](Cl)(Cl)[C:8]2[CH:13]=[CH:12][CH:11]=[CH:10][CH:9]=2)[CH:6]=[CH:5][CH:4]=[CH:3][CH:2]=1.[CH:16](=[O:24])[C:17]1[C:18](=[CH:20][CH:21]=[CH:22][CH:23]=1)[OH:19].[Na]>CC(C)=O>[CH:16](=[O:24])[C:17]1[C:18](=[CH:20][CH:21]=[CH:22][CH:23]=1)[OH:19].[C:8]1([Pb:7][C:1]2[CH:2]=[CH:3][CH:4]=[CH:5][CH:6]=2)[CH:9]=[CH:10][CH:11]=[CH:12][CH:13]=1 |f:1.2,4.5,^1:24|. Procedure details: Diphenyl lead dichloride (0.01 mol) is mixed with 0.02 mol of sodium salicylaldehyde in acetone. The solution is allowed to stand 10 minutes and then filtered. Water is added to the filtrate to precipitate the lead chelate complex, which is then separated by filtration. The reactants are C(\C=C\CCCCCCC)(=O)O ((E)-2-decenoic acid), Cl.Cl.N1(CCNCC1)CC1=CC=C(C(=O)OC)C=C1 (methyl 4-[1-piperazinylmethyl)benzoate dihydrochloride). Product: C(\C=C\CCCCCCC)(=O)N1CCN(CC1)CC1=CC=C(C(=O)OC)C=C1 (methyl 4[[4-((E)-2-decenoyl)piperazin-1-yl]methyl]benzoate), C(\C=C\CCCCCCC)(=O)N1CCN(CC1)CC1=CC=C(C(=O)O)C=C1 (4-[[4-((E)-2-Decenoyl)piperazin-1-yl]methyl]benzoic acid). RXN SMILES: [C:1]([OH:12])(=[O:11])/[CH:2]=[CH:3]/[CH2:4][CH2:5][CH2:6][CH2:7][CH2:8][CH2:9][CH3:10].Cl.Cl.[N:15]1([CH2:21][C:22]2[CH:31]=[CH:30][C:25]([C:26]([O:28][CH3:29])=[O:27])=[CH:24][CH:23]=2)[CH2:20][CH2:19][NH:18][CH2:17][CH2:16]1>>[C:1]([N:18]1[CH2:17][CH2:16][N:15]([CH2:21][C:22]2[CH:31]=[CH:30][C:25]([C:26]([O:28][CH3:29])=[O:27])=[CH:24][CH:23]=2)[CH2:20][CH2:19]1)(=[O:12])/[CH:2]=[CH:3]/[CH2:4][CH2:5][CH2:6][CH2:7][CH2:8][CH2:9][CH3:10].[C:1]([N:18]1[CH2:19][CH2:20][N:15]([CH2:21][C:22]2[CH:31]=[CH:30][C:25]([C:26]([OH:28])=[O:27])=[CH:24][CH:23]=2)[CH2:16][CH2:17]1)(=[O:11])/[CH:2]=[CH:3]/[CH2:4][CH2:5][CH2:6][CH2:7][CH2:8][CH2:9][CH3:10] |f:1.2.3|. Reported procedure: The same procedures as in Example 2 were carried out using (E)-2-decenoic acid and methyl 4-[1-piperazinylmethyl)benzoate dihydrochloride as starting raw materials, to produce methyl 4[[4-((E)-2-decenoyl)piperazin-1-yl]methyl]benzoate (methyl ester of Compound 48).